From a dataset of the Open Reaction Database (ORD), a public repository of structured organic reaction records. describe an organic reaction: reactants, conditions, products, and yield The reactants are S(O)(O)(=O)=O (sulfuric acid), [N+](=O)(O)[O-] (nitric acid), C1(=CC=CC=C1)C=1C(=CC=CC1)C=1C(=CC=CC1)C1=CC=CC=C1 (quaterphenyl), II (iodine), NC(=O)N (urea). Run in C(Cl)(Cl)(Cl)Cl (carbon tetrachloride), C(C)(=O)O (acetic acid). Run at temperature 116 celsius, time 2.5 hour. The product is IC1=CC=C(C=C1)C=1C(=CC=CC1)C=1C(=CC=CC1)C1=CC=CC=C1 (4-Iodoquaterphenyl). Isolated yield 35.0%. RXN SMILES: [C:1]1([C:7]2[C:8]([C:13]3[C:14]([C:19]4[CH:24]=[CH:23][CH:22]=[CH:21][CH:20]=4)=[CH:15][CH:16]=[CH:17][CH:18]=3)=[CH:9][CH:10]=[CH:11][CH:12]=2)[CH:6]=[CH:5][CH:4]=[CH:3][CH:2]=1.[I:25]I.NC(N)=O.S(=O)(=O)(O)O.[N+]([O-])(O)=O>C(Cl)(Cl)(Cl)Cl.C(O)(=O)C>[I:25][C:22]1[CH:23]=[CH:24][C:19]([C:14]2[C:13]([C:8]3[C:7]([C:1]4[CH:2]=[CH:3][CH:4]=[CH:5][CH:6]=4)=[CH:12][CH:11]=[CH:10][CH:9]=3)=[CH:18][CH:17]=[CH:16][CH:15]=2)=[CH:20][CH:21]=1. Procedure details: To a first mixture containing 5.0 g of quaterphenyl, 8.28 g of iodine, 75 ml of glacial acetic acid, 10 ml of carbon tetrachloride and 2.51 g of urea, a second mixture containing 7.5 ml of concentrated sulfuric acid and 2.00 ml of nitric acid (d=1.4) was added over a period of 0.5 hours while the first mixture was stirred at 115-117° C. Heating continued for another 2.5 hours. The product then was cooled, filtered, washed with sodium bisulphite (NaHSO3), water and methylene chloride. The reactio... The reactants are [C-]#N.[Na+] (Sodium cyanide), BrCCOC=1C=C(C=CC1[N+](=O)[O-])N1CCOCC1 (4-[3-(2-Bromo-ethoxy)-4-nitro-phenyl]-morpholine), C(Cl)Cl (DCM). Solvent: CCOCC (Et2O), O (water), CS(=O)C (Dimethyl sulfoxide). Conditions: time 48 hour. Product: N1(CCOCC1)C=1C=CC(=C(OCCC#N)C1)[N+](=O)[O-] (3-(5-Morpholin-4-yl-2-nitro-phenoxy)-propionitrile). Yield: 56.6%. Reaction SMILES: [C-:1]#[N:2].[Na+].Br[CH2:5][CH2:6][O:7][C:8]1[CH:9]=[C:10]([N:17]2[CH2:22][CH2:21][O:20][CH2:19][CH2:18]2)[CH:11]=[CH:12][C:13]=1[N+:14]([O-:16])=[O:15].C(Cl)Cl>CS(C)=O.CCOCC.O>[N:17]1([C:10]2[CH:11]=[CH:12][C:13]([N+:14]([O-:16])=[O:15])=[C:8]([CH:9]=2)[O:7][CH2:6][CH2:5][C:1]#[N:2])[CH2:22][CH2:21][O:20][CH2:19][CH2:18]1 |f:0.1|. Procedure: Sodium cyanide (79 mg, 1.6 mmol) was added to 4-[3-(2-Bromo-ethoxy)-4-nitro-phenyl]-morpholine (447 mg, 1.35 mmol) in Dimethyl sulfoxide (5 mL) and the reaction was stirred at room temperature 48 h. The mixture was diluted with 50 mL Et2O and 20 mL water. DCM was added to solubilize ppt. The layers were separated and the aq. extracted 3×50 mL DCM. The combined organic extracts were washed with satd. sodium bicarbonate (50 mL) and brine (50 mL), conc. in vacuo and taken up in DCM for application ... Starting materials: CN1N=CC(=C1)B1OC(C(O1)(C)C)(C)C (1-methyl-4-(4,4,5,5-tetramethyl-1,3,2-dioxaborolan-2-yl)-1H-pyrazole), C(=O)([O-])[O-].[Na+].[Na+] (Na2CO3), N[C@@H](C)C=1N(C(C2=C(C=CC=C2C1)Cl)=O)C1CC1 ((S)-3-(1-aminoethyl)-8-chloro-2-cyclopropylisoquinolin-1(2H)-one). Reagents/catalysts: C1=CC=C(C=C1)P([C-]2C=CC=C2)C3=CC=CC=C3.C1=CC=C(C=C1)P([C-]2C=CC=C2)C3=CC=CC=C3.Cl[Pd]Cl.[Fe+2] (PdCl2(dppf)). Run in CC(=O)N(C)C (DMA). Conditions: temperature 120 celsius, time 3 hour. Yields the product N[C@@H](C)C=1N(C(C2=C(C=CC=C2C1)C=1C=NN(C1)C)=O)C1CC1 ((S)-3-(1-aminoethyl)-2-cyclopropyl-8-(1-methyl-1H-pyrazol-4-yl)isoquinolin-1(2H)-one). RXN SMILES: [NH2:1][C@H:2]([C:4]1[N:5]([CH:16]2[CH2:18][CH2:17]2)[C:6](=[O:15])[C:7]2[C:12]([CH:13]=1)=[CH:11][CH:10]=[CH:9][C:8]=2Cl)[CH3:3].[CH3:19][N:20]1[CH:24]=[C:23](B2OC(C)(C)C(C)(C)O2)[CH:22]=[N:21]1.C([O-])([O-])=O.[Na+].[Na+]>CC(N(C)C)=O.C1C=CC(P(C2C=CC=CC=2)[C-]2C=CC=C2)=CC=1.C1C=CC(P(C2C=CC=CC=2)[C-]2C=CC=C2)=CC=1.Cl[Pd]Cl.[Fe+2]>[NH2:1][C@H:2]([C:4]1[N:5]([CH:16]2[CH2:18][CH2:17]2)[C:6](=[O:15])[C:7]2[C:12]([CH:13]=1)=[CH:11][CH:10]=[CH:9][C:8]=2[C:23]1[CH:22]=[N:21][N:20]([CH3:19])[CH:24]=1)[CH3:3] |f:2.3.4,6.7.8.9|. Procedure: To a mixture of (S)-3-(1-aminoethyl)-8-chloro-2-cyclopropylisoquinolin-1(2H)-one II-6 (878 mg, 3.35 mmol, 1.0 eq) and 1-methyl-4-(4,4,5,5-tetramethyl-1,3,2-dioxaborolan-2-yl)-1H-pyrazole (815 mg, 3.92 mmol, 1.2 eq) in anhydrous DMA (10 mL) in a sealed tube, PdCl2(dppf) (219 mg, 0.27 mmol, 0.08 eq) and aqueous Na2CO3 solution (1 M, 10.0 mL, 10.0 mmol, 3.0 eq) were added and the resulting mixture was stirred at 120° C. for 3 h. The reaction mixture was allowed to cool to RT, quenched with water, a... Reactants: C[C@]12CC[C@H]3[C@H]([C@@H]1CC[C@@H]2C(=O)CO)CCC4=CC(=O)CC[C@]34C (11-deoxycorticosterone), Steroid, CS(=O)C (DMSO), cell suspension, compound. The solvent is C(C)O (ethanol), C(C)O (ethanol). Reaction conditions: temperature 32 celsius, time 15 minute. The product is C[C@]12CCC(=O)C=C1CC[C@@H]3[C@@H]2[C@H](C[C@]4([C@H]3CC[C@@H]4C(=O)CO)C)O (corticosterone). RXN SMILES: CS(C)=[O:3].[CH3:5][C@@:6]12[C@@H:14]([C:15]([CH2:17][OH:18])=[O:16])[CH2:13][CH2:12][C@H:11]1[C@@H:10]1[CH2:19][CH2:20][C:21]3[C@@:27]([CH3:28])([C@H:9]1[CH2:8][CH2:7]2)[CH2:26][CH2:25][C:23](=[O:24])[CH:22]=3>C(O)C>[CH3:28][C@@:27]12[C@H:9]3[C@@H:8]([OH:3])[CH2:7][C@:6]4([CH3:5])[C@@H:14]([C:15]([CH2:17][OH:18])=[O:16])[CH2:13][CH2:12][C@H:11]4[C@@H:10]3[CH2:19][CH2:20][C:21]1=[CH:22][C:23](=[O:24])[CH2:25][CH2:26]2. Procedure: A suspension of fission yeast (S. pombe PE1) with a cell density of 3·107 cells/ml was prepared on a freshly grown culture using fresh EMMG (pH 7.4) as modified according to Ehmer et al. (Ehmer, P. B. et al., 1. Steroid. Biochem. Mol. Biol. 81, 173-179 (2002)). 492.5 μl of this cell suspension was admixed with 5 μl of inhibitor solution (50 μM of the compound to be tested in ethanol or DMSO) and incubated at 32° C. for 15 min. Controls were admixed with 5 μl of ethanol. The enzyme reaction was s... Starting materials: C(C1=CC=CC=C1)OC1=C2CCCC(C2=C(C=C1)C)C(=O)O (5-benzyloxy-8-methyl-1,2,3,4-tetrahydronaphthalene-1-carboxylic acid), NC=1C=CC(=NC1)C(C)C (5-amino-2-isopropylpyridine). The product is C(C1=CC=CC=C1)OC1=C2CCCC(C2=C(C=C1)C)C(=O)NC=1C=NC(=CC1)C(C)C (5-benzyloxy-N-(6-isopropylpyridin-3-yl)-8-methyl-1,2,3,4-tetrahydronaphthalene-1-carboxamide). Yield: 93.4%. As a reaction SMILES: [CH2:1]([O:8][C:9]1[CH:18]=[CH:17][C:16]([CH3:19])=[C:15]2[C:10]=1[CH2:11][CH2:12][CH2:13][CH:14]2[C:20]([OH:22])=O)[C:2]1[CH:7]=[CH:6][CH:5]=[CH:4][CH:3]=1.[NH2:23][C:24]1[CH:25]=[CH:26][C:27]([CH:30]([CH3:32])[CH3:31])=[N:28][CH:29]=1>>[CH2:1]([O:8][C:9]1[CH:18]=[CH:17][C:16]([CH3:19])=[C:15]2[C:10]=1[CH2:11][CH2:12][CH2:13][CH:14]2[C:20]([NH:23][C:24]1[CH:29]=[N:28][C:27]([CH:30]([CH3:32])[CH3:31])=[CH:26][CH:25]=1)=[O:22])[C:2]1[CH:7]=[CH:6][CH:5]=[CH:4][CH:3]=1. Reported procedure: By the reaction and treatment in the same manner as in Preparation Example 18 using 5-benzyloxy-8-methyl-1,2,3,4-tetrahydronaphthalene-1-carboxylic acid (1.34 g) and 5-amino-2-isopropylpyridine (0.62 g) as starting materials, 5-benzyloxy-N-(6-isopropylpyridin-3-yl)-8-methyl-1,2,3,4-tetrahydronaphthalene-1-carboxamide (1.75 g) was obtained.